From a dataset of the Open Reaction Database (ORD), a public repository of structured organic reaction records. describe an organic reaction: reactants, conditions, products, and yield The reactants are CO, ClC(Cl)Cl, O=C1c2cccnc2C(O)N1c1cnn(CC(F)(F)F)c1, O=C(OO)c1cccc(Cl)c1. Product: O=C1c2ccc[n+]([O-])c2C(O)N1c1cnn(CC(F)(F)F)c1. As a reaction SMILES: [CH3:37][OH:38].[Cl:33][CH:34]([Cl:35])[Cl:36].[OH:1][CH:2]1[N:3]([c:12]2[cH:13][n:14][n:15]([CH2:17][C:18]([F:19])([F:20])[F:21])[cH:16]2)[C:4](=[O:11])[c:5]2[c:6]1[n:7][cH:8][cH:9][cH:10]2.[OH:22][O:23][C:24]([c:25]1[cH:26][c:27]([Cl:28])[cH:29][cH:30][cH:31]1)=[O:32]>>[OH:1][CH:2]1[N:3]([c:12]2[cH:13][n:14][n:15]([CH2:17][C:18]([F:19])([F:20])[F:21])[cH:16]2)[C:4](=[O:11])[c:5]2[c:6]1[n+:7]([O-:22])[cH:8][cH:9][cH:10]2. The reactants are ClC(Cl)(OC(OC(Cl)(Cl)Cl)=O)Cl (triphosgene), ClC1=C(N)C=CC(=C1)OC1=CC=NC2=CC(=C(C=C12)OC)OC (2-Chloro-4-[(6,7-dimethoxy-4-quinolyl)oxy]aniline), C(C)(C)N(CC)C(C)C (diisopropylethylamine), NC=1SC(=NN1)CC (2-amino-5-ethyl-1,3,4-thiadiazole). Run in C(Cl)(Cl)Cl (chloroform), O (water), C(Cl)(Cl)Cl (chloroform). Run at time 15 minute. Product: ClC1=C(C=CC(=C1)OC1=CC=NC2=CC(=C(C=C12)OC)OC)NC(=O)NC=1SC(=NN1)CC (N-{2-Chloro-4-[(6,7-dimethoxy-4-quinolyl)oxy]phenyl}-N′-(5-ethyl-1,3,4-thiadiazol-2-yl)urea). The yield is 14.3%. RXN SMILES: [Cl:1][C:2]1[CH:8]=[C:7]([O:9][C:10]2[C:19]3[C:14](=[CH:15][C:16]([O:22][CH3:23])=[C:17]([O:20][CH3:21])[CH:18]=3)[N:13]=[CH:12][CH:11]=2)[CH:6]=[CH:5][C:3]=1[NH2:4].C(N(C(C)C)CC)(C)C.ClC(Cl)(O[C:37](=[O:43])OC(Cl)(Cl)Cl)Cl.[NH2:45][C:46]1[S:47][C:48]([CH2:51][CH3:52])=[N:49][N:50]=1>C(Cl)(Cl)Cl.O>[Cl:1][C:2]1[CH:8]=[C:7]([O:9][C:10]2[C:19]3[C:14](=[CH:15][C:16]([O:22][CH3:23])=[C:17]([O:20][CH3:21])[CH:18]=3)[N:13]=[CH:12][CH:11]=2)[CH:6]=[CH:5][C:3]=1[NH:4][C:37]([NH:45][C:46]1[S:47][C:48]([CH2:51][CH3:52])=[N:49][N:50]=1)=[O:43]. Procedure: 2-Chloro-4-[(6,7-dimethoxy-4-quinolyl)oxy]aniline (100 mg) was dissolved in chloroform (5 ml) and diisopropylethylamine (0.5 ml) to prepare a solution. A solution of triphosgene (100 mg) in chloroform was then added to the solution, and the mixture was stirred at room temperature for 15 min. Next, 2-amino-5-ethyl-1,3,4-thiadiazole (41 mg) was added thereto, and the mixture was further stirred at room temperature overnight. Distilled water was added to the reaction solution, and the mixture was s...